Task: describe an organic reaction: reactants, conditions, products, and yield. Dataset: the Open Reaction Database (ORD), a public repository of structured organic reaction records Reactants: CC1CC2=C(CN1)SC(=N2)C(=O)[O-].[Li+] (lithium 6-methyl-4,5,6,7-tetrahydrothiazolo[5,4-c]pyridin-2-carboxylate), FC(C(=O)O)(F)F.ClC=1C=C2C=CC(=CC2=CC1)S(=O)(=O)N1CC(NCC1)C(NC)=O (4-[(6-chloronaphthalen-2-yl)sulfonyl]-2-[(N-methyl)carbamoyl]piperazine trifluoroacetate), O.ON1N=NC2=C1C=CC=C2 (1-hydroxybenzotriazole monohydrate), Cl.CN(C)CCCN=C=NCC (1-(dimethylaminopropyl)-3-ethylcarbodiimide hydrochloride). The solvent is Cl (HCl), CN(C=O)C (N,N-dimethylformamide). Reaction conditions: time 8 hour. Product: Cl.ClC=1C=C2C=CC(=CC2=CC1)S(=O)(=O)N1CC(N(CC1)C(=O)C=1SC=2CNC(CC2N1)C)C(NC)=O (4-[(6-Chloronaphthalen-2-yl)sulfonyl]-2-[(N-methyl)carbamoyl]-1-[(6-methyl-4,5,6,7-tetrahydrothiazolo[5,4-c]pyridin-2-yl)carbonyl]piperazine hydrochloride). As a reaction SMILES: [CH3:1][CH:2]1[NH:7][CH2:6][C:5]2[S:8][C:9]([C:11]([O-:13])=O)=[N:10][C:4]=2[CH2:3]1.[Li+].FC(F)(F)C(O)=O.[Cl:22][C:23]1[CH:24]=[C:25]2[C:30](=[CH:31][CH:32]=1)[CH:29]=[C:28]([S:33]([N:36]1[CH2:41][CH2:40][NH:39][CH:38]([C:42](=[O:45])[NH:43][CH3:44])[CH2:37]1)(=[O:35])=[O:34])[CH:27]=[CH:26]2.O.ON1C2C=CC=CC=2N=N1.Cl.CN(CCCN=C=NCC)C>CN(C)C=O.Cl>[ClH:22].[Cl:22][C:23]1[CH:24]=[C:25]2[C:30](=[CH:31][CH:32]=1)[CH:29]=[C:28]([S:33]([N:36]1[CH2:41][CH2:40][N:39]([C:11]([C:9]3[S:8][C:5]4[CH2:6][NH:7][CH:2]([CH3:1])[CH2:3][C:4]=4[N:10]=3)=[O:13])[CH:38]([C:42](=[O:45])[NH:43][CH3:44])[CH2:37]1)(=[O:34])=[O:35])[CH:27]=[CH:26]2 |f:0.1,2.3,4.5,6.7,10.11|. Procedure details: In N,N-dimethylformamide (100 ml), lithium 6-methyl-4,5,6,7-tetrahydrothiazolo[5,4-c]pyridin-2-carboxylate (616 mg), 4-[(6-chloronaphthalen-2-yl)sulfonyl]-2-[(N-methyl)carbamoyl]piperazine trifluoroacetate (1.12 g), 1-hydroxybenzotriazole monohydrate (36 mg) and 1-(dimethylaminopropyl)-3-ethylcarbodiimide hydrochloride (579 mg) were dissolved and the resulting solution was stirred overnight at room temperature. The reaction mixture was concentrated under reduced pressure. Dichloromethane was the... Starting materials: CCn1ncc2c(Cl)c3ccccc3nc21, CS(C)=O, NCc1ccco1. Yields the product CCn1ncc2c(NCc3ccco3)c3ccccc3nc21. As a reaction SMILES: [CH2:1]([CH3:2])[n:3]1[n:4][cH:5][c:6]2[c:7]1[n:8][c:9]1[cH:10][cH:11][cH:12][cH:13][c:14]1[c:15]2[Cl:16].[CH3:24][S:25]([CH3:26])=[O:27].[NH2:17][CH2:18][c:19]1[o:20][cH:21][cH:22][cH:23]1>>[CH2:1]([CH3:2])[n:3]1[n:4][cH:5][c:6]2[c:7]1[n:8][c:9]1[cH:10][cH:11][cH:12][cH:13][c:14]1[c:15]2[NH:17][CH2:18][c:19]1[o:20][cH:21][cH:22][cH:23]1. The reactants are NC1=NC2=NC(=CC=C2C=C1)Cl (2-amino-7-chloro-1,8-naphthyridine), CC=1C=C(C=CC1)O (3-methylphenol), [OH-].[K+] (potassium hydroxide). The solvent is C(C)(=O)OCC (ethyl acetate). Run at temperature 4 celsius. Product: NC1=NC2=NC(=CC=C2C=C1)OC1=CC(=CC=C1)C (2-amino-7-(3-methylphenoxy)-1,8-naphthyridine). Isolated yield 35.8%. RXN SMILES: [NH2:1][C:2]1[CH:11]=[CH:10][C:9]2[C:4](=[N:5][C:6](Cl)=[CH:7][CH:8]=2)[N:3]=1.[CH3:13][C:14]1[CH:15]=[C:16]([OH:20])[CH:17]=[CH:18][CH:19]=1.[OH-].[K+]>C(OCC)(=O)C>[NH2:1][C:2]1[CH:11]=[CH:10][C:9]2[C:4](=[N:5][C:6]([O:20][C:16]3[CH:17]=[CH:18][CH:19]=[C:14]([CH3:13])[CH:15]=3)=[CH:7][CH:8]=2)[N:3]=1 |f:2.3|. Procedure details: The procedure is similar to that described in Example 4, but starting with 2-amino-7-chloro-1,8-naphthyridine (17.95 g), 3-methylphenol (43.2 g) and potassium hydroxide pellets (13.2 g; 85% purity). After treatment with caustic soda and washing, the product produced (21.6 g; m.p. 148° C.) is dissolved in boiling ethyl acetate (200 cc). After 18 hours' cooling at 4° C., the crystallised solid is separated by filtration, washed with ethyl acetate (10 cc) and dried at 40° C. under reduced pressure ... Isolated yield 71.4%. Reaction conditions: time 1 hour. Reactants: C(C)(C)(C)OC(=O)NCC=1N(C(C2=CC=C(C=C2C1C1=CC=CC=C1)OC(C(=O)OC)(C)C)=O)CC(C)C (Methyl 2-[(3-{[(tert-butoxycarbonyl)amino]methyl-}-2-isobutyl-1-oxo-4-phenyl-1,2-dihydro-6-isoquinolinyl)oxy]-2-methylpropanoate), Cl (hydrogen chloride). Reported procedure: Methyl 2-[(3-{[(tert-butoxycarbonyl)amino]methyl-}-2-isobutyl-1-oxo-4-phenyl-1,2-dihydro-6-isoquinolinyl)oxy]-2-methylpropanoate (0.16 g, 0.3 mmol) was dissolved in a solution of 4N hydrogen chloride in ethyl acetate (5 ml). The solution was stirred at room temperature for 1 h. The reaction was concentrated under reduced pressure, and the precipitated crystals were recrystallized from ethyl acetate-diisopropyl ether to give methyl 2-{[3-(aminomethyl)-2-isobutyl-1-oxo-4-phenyl-1,2-dihydro-6-isoqu... Yields the product Cl.NCC=1N(C(C2=CC=C(C=C2C1C1=CC=CC=C1)OC(C(=O)OC)(C)C)=O)CC(C)C (methyl 2-{[3-(aminomethyl)-2-isobutyl-1-oxo-4-phenyl-1,2-dihydro-6-isoquinolinyl]oxy}-2-methylpropanoate hydrochloride). Solvent: C(C)(=O)OCC (ethyl acetate). RXN SMILES: C(OC([NH:8][CH2:9][C:10]1[N:11]([CH2:35][CH:36]([CH3:38])[CH3:37])[C:12](=[O:34])[C:13]2[C:18]([C:19]=1[C:20]1[CH:25]=[CH:24][CH:23]=[CH:22][CH:21]=1)=[CH:17][C:16]([O:26][C:27]([CH3:33])([CH3:32])[C:28]([O:30][CH3:31])=[O:29])=[CH:15][CH:14]=2)=O)(C)(C)C.[ClH:39]>C(OCC)(=O)C>[ClH:39].[NH2:8][CH2:9][C:10]1[N:11]([CH2:35][CH:36]([CH3:38])[CH3:37])[C:12](=[O:34])[C:13]2[C:18]([C:19]=1[C:20]1[CH:25]=[CH:24][CH:23]=[CH:22][CH:21]=1)=[CH:17][C:16]([O:26][C:27]([CH3:32])([CH3:33])[C:28]([O:30][CH3:31])=[O:29])=[CH:15][CH:14]=2 |f:3.4|. The reactants are C([O-])([O-])=O.[K+].[K+] (potassium carbonate), BrCCCCl (1-bromo-3-chloropropane), CNCC1=CC=CC=C1 (N-methyl-N-benzylamine). The solvent is CC(=O)C (acetone), CC(=O)C (acetone). Reaction conditions: temperature 40 celsius, time 30 minute. Product: C(C1=CC=CC=C1)N(C)CCCCl (3-(N-benzyl-N-methyl-amino)-propyl chloride). As a reaction SMILES: Br[CH2:2][CH2:3][CH2:4][Cl:5].C(=O)([O-])[O-].[K+].[K+].[CH3:12][NH:13][CH2:14][C:15]1[CH:20]=[CH:19][CH:18]=[CH:17][CH:16]=1>CC(C)=O>[CH2:14]([N:13]([CH2:2][CH2:3][CH2:4][Cl:5])[CH3:12])[C:15]1[CH:20]=[CH:19][CH:18]=[CH:17][CH:16]=1 |f:1.2.3|. Reported procedure: 260 ml of 1-bromo-3-chloropropane were dissolved in 400 ml of acetone. 230 g of potassium carbonate were added to the solution. A solution of 115 ml of N-methyl-N-benzylamine in 115 ml of acetone was added dropwise to the reaction mixture with stirring at a bath temperature of 40° C., the addition being distributed over a period of 30 minutes. The reaction mixture was subsequently stirred at a temperature of 40° C. for 4 hours. The precipitated salts were then filtered out. The filtrate was conc... Reactants: CCOC(C)=O, CCCCOc1ccc(C(=O)n2c(C)cc3c(C=CC(=O)O)cccc32)cc1, CO, [H][H]. The product is CCCCOc1ccc(C(=O)n2c(C)cc3c(CCC(=O)O)cccc32)cc1. RXN SMILES: [C:31]([O:32][CH2:33][CH3:34])(=[O:35])[CH3:36].[CH2:1]([CH2:2][CH2:3][CH3:4])[O:5][c:6]1[cH:7][cH:8][c:9]([C:10](=[O:11])[n:12]2[c:13]([CH3:26])[cH:14][c:15]3[c:16]([CH:21]=[CH:22][C:23](=[O:24])[OH:25])[cH:17][cH:18][cH:19][c:20]23)[cH:27][cH:28]1.[CH3:37][OH:38].[H:29][H:30]>>[CH2:1]([CH2:2][CH2:3][CH3:4])[O:5][c:6]1[cH:7][cH:8][c:9]([C:10](=[O:11])[n:12]2[c:13]([CH3:26])[cH:14][c:15]3[c:16]([CH2:21][CH2:22][C:23](=[O:24])[OH:25])[cH:17][cH:18][cH:19][c:20]23)[cH:27][cH:28]1. Starting materials: C(C)(=O)[O-].C(C)(=O)[O-].C(C)(=O)[O-].BrC1=C(C=C(C=C1)C1=CC=C(C=C1)Cl)[Pb+3] (4-bromo-4′-chlorobiphenyl-3-yllead triacetate), CC1(OC(C(CC1=O)=O)(C)C)C (2,2,6,6-tetramethylpyran-3,5-dione), N,N-dimethylaminopyridine, C1(=CC=CC=C1)C (toluene). Run in C(Cl)(Cl)Cl (chloroform), Cl (hydrochloric acid), C(Cl)(Cl)Cl (chloroform). The product is BrC1=C(C=C(C=C1)C1=CC=C(C=C1)Cl)C1C(C(OC(C1=O)(C)C)(C)C)=O (4-(4-bromo-4′-chlorobiphenyl-3-yl)-2,2,6,6-tetramethylpyran-3,5-dione). Isolated yield 0.6%. Reaction SMILES: [CH3:1][C:2]1([CH3:12])[C:7](=[O:8])[CH2:6][C:5](=[O:9])[C:4]([CH3:11])([CH3:10])[O:3]1.C1(C)C=CC=CC=1.C([O-])(=O)C.C([O-])(=O)C.C([O-])(=O)C.[Br:32][C:33]1[CH:38]=[CH:37][C:36]([C:39]2[CH:44]=[CH:43][C:42]([Cl:45])=[CH:41][CH:40]=2)=[CH:35][C:34]=1[Pb+3]>C(Cl)(Cl)Cl.Cl>[Br:32][C:33]1[CH:34]=[CH:35][C:36]([C:39]2[CH:44]=[CH:43][C:42]([Cl:45])=[CH:41][CH:40]=2)=[CH:37][C:38]=1[CH:6]1[C:7](=[O:8])[C:2]([CH3:12])([CH3:1])[O:3][C:4]([CH3:11])([CH3:10])[C:5]1=[O:9] |f:2.3.4.5|. Reported procedure: To a mixture of 2,2,6,6-tetramethylpyran-3,5-dione (0.75 g, 4.9 mmol) and N,N-dimethylaminopyridine (2.52 g, 20.6 mmol) is added anhydrous chloroform (40 ml), followed by stirring at room temperature until dissolution. To this solution is added anhydrous toluene (12 ml), followed by 4-bromo-4′-chlorobiphenyl-3-yllead triacetate (3.25 g, 5.1 mmol) in one portion and the reaction mixture is heated at 80° C. for 2 hours. The mixture is cooled to room temperature, diluted with chloroform (50 ml) and... Reactants: [Cl-], Cl, Nc1ccc(NC(=O)c2ccc(F)cc2)cc1, O=N[O-], [Na+], [Na+], [OH-], O, O, O. Reaction SMILES: [Cl-:24].[ClH:27].[F:1][c:2]1[cH:3][cH:4][c:5]([C:6](=[O:7])[NH:8][c:9]2[cH:10][cH:11][c:12]([NH2:13])[cH:14][cH:15]2)[cH:16][cH:17]1.[N:18]([O-:19])=[O:20].[Na+:21].[Na+:26].[OH-:25].[OH2:22].[OH2:23].[OH2:28]>>[F:1][c:2]1[cH:3][cH:4][c:5]([C:6](=[O:7])[NH:8][c:9]2[cH:10][cH:11][c:12]([NH:13][NH2:18])[cH:14][cH:15]2)[cH:16][cH:17]1. Product: NNc1ccc(NC(=O)c2ccc(F)cc2)cc1.